Dataset: the Open Reaction Database (ORD), a public repository of structured organic reaction records. Task: describe an organic reaction: reactants, conditions, products, and yield The reactants are CC=1NC(=C(C(C1C(=O)OCC)C1=C(C=CC=C1)OCC=C)C(=O)OCC)C=O (diethyl 2-methyl-4-(2-allyloxyphenyl)-6-formyl-1,4-dihydropyridine-3,5-dicarboxylate), [BH4-].[Na+] (sodium borohydride), C(C)(=O)O (acetic acid), resultant mixture. Run in C(C)O (ethanol), C(C)O (ethanol). Conditions: time 10 minute. The product is CC=1NC(=C(C(C1C(=O)OCC)C1=C(C=CC=C1)OCC=C)C(=O)OCC)CO (diethyl 2-methyl-4-(2-allyloxyphenyl)-6-hydroxymethyl-1,4-dihydropiridine-3,5-dicarboxylate). RXN SMILES: [CH3:1][C:2]1[NH:3][C:4]([CH:28]=[O:29])=[C:5]([C:23]([O:25][CH2:26][CH3:27])=[O:24])[CH:6]([C:13]2[CH:18]=[CH:17][CH:16]=[CH:15][C:14]=2[O:19][CH2:20][CH:21]=[CH2:22])[C:7]=1[C:8]([O:10][CH2:11][CH3:12])=[O:9].[BH4-].[Na+].C(O)(=O)C>C(O)C>[CH3:1][C:2]1[NH:3][C:4]([CH2:28][OH:29])=[C:5]([C:23]([O:25][CH2:26][CH3:27])=[O:24])[CH:6]([C:13]2[CH:18]=[CH:17][CH:16]=[CH:15][C:14]=2[O:19][CH2:20][CH:21]=[CH2:22])[C:7]=1[C:8]([O:10][CH2:11][CH3:12])=[O:9] |f:1.2|. Reported procedure: To a solution of diethyl 2-methyl-4-(2-allyloxyphenyl)-6-formyl-1,4-dihydropyridine-3,5-dicarboxylate (4.70 g) in ethanol (100 ml) was gradually added at 4° C. sodium borohydride (445.2 mg) and the resultant mixture was stirred at 4° C. for 1.5 hours under ice-cooling. The reaction mixture was acidified with 50% acetic acid and ethanol was removed. To the residue was added water and the aqueous mixture was stirred for 10 minutes. The powder was collected by filtration and washed with water to gi... Starting materials: C(C)(=O)[C@@H]1CN(CC1)C(=O)OC(C)(C)C ((S)-tert-butyl 3-acetylpyrrolidine-1-carboxylate), [BH4-].[Na+] (sodium borohydride). Solvent: CO (methanol). Reaction conditions: time 2 hour. Yields the product OC(C)[C@@H]1CN(CC1)C(=O)OC(C)(C)C ((S)-tert-butyl 3-(1-hydroxyethyl)pyrrolidine-1-carboxylate). As a reaction SMILES: [C:1]([C@H:4]1[CH2:8][CH2:7][N:6]([C:9]([O:11][C:12]([CH3:15])([CH3:14])[CH3:13])=[O:10])[CH2:5]1)(=[O:3])[CH3:2].[BH4-].[Na+]>CO>[OH:3][CH:1]([C@H:4]1[CH2:8][CH2:7][N:6]([C:9]([O:11][C:12]([CH3:13])([CH3:15])[CH3:14])=[O:10])[CH2:5]1)[CH3:2] |f:1.2|. Procedure: To a solution of (S)-tert-butyl 3-acetylpyrrolidine-1-carboxylate in methanol (10 mL) was added sodium borohydride (114 mg, 3.0 mmol) at 0° C. The reaction mixture was stirred at ambient temperature for 2 hours then quenched with saturated ammonium chloride solution and extracted with dichloromethane. The combined extracts were dried over magnesium sulfate, filtered, and concentrated to give the title compound for the next step. The reactants are C1CCCC12CC=C(CC2)CO (spiro[4.5]dec-7-en-8-yl-methanol), O1CCCC1 (tetrahydrofuran), [H][H] (hydrogen), [H][H] (hydrogen). Reagents/catalysts: [C].[Pd] (palladium carbon). The solvent is CO (methanol). Conditions: time 30 minute. The product is C1CCCC12CCC(CC2)CO (spiro[4.5]dec-8-yl-methanol). The yield is 74.5%. Reaction SMILES: [CH2:1]1[C:5]2([CH2:10][CH2:9][C:8]([CH2:11][OH:12])=[CH:7][CH2:6]2)[CH2:4][CH2:3][CH2:2]1.O1CCCC1.[H][H]>[C].[Pd].CO>[CH2:1]1[C:5]2([CH2:10][CH2:9][CH:8]([CH2:11][OH:12])[CH2:7][CH2:6]2)[CH2:4][CH2:3][CH2:2]1 |f:3.4|. Procedure details: To a solution of spiro[4.5]dec-7-en-8-yl-methanol (0.7 g) obtained in Step 4 in a mixed solvent of tetrahydrofuran (7 mL)-methanol (7 mL) was added 5% palladium carbon (70 mg), followed by stirring the reaction mixture at room temperature under normal pressure in an atmosphere of hydrogen for 1.5 hours and then under increased pressure of 0.3 MPa in an atmosphere of hydrogen for 3 hours. Then, the reaction mixture was filtered through Celite and the filtrate was concentrated. The residue was dis... Yields the product C(#N)C=1C=C(C=CC1OC(C)C)C1=NC(=NO1)C1=C2C=CN(C2=CC=C1)CCCC(=O)[O-].[Na+] (Sodium 4-[4-(5-{3-cyano-4-[(1-methylethyl)oxy]phenyl}-1,2,4-oxadiazol-3-yl)-1H-indol-1-yl]butanoate). Procedure details: To a solution of ethyl 4-[4-(5-{3-cyano-4-[(1-methylethyl)oxy]phenyl}-1,2,4-oxadiazol-3-yl)-1H-indol-1-yl]butanoate (D65) (1.42 g, 3.09 mmol) in a mixture of dioxan (70 ml) and ethanol (70 ml) was treated with 2N sodium hydroxide (1.86 ml, 3.71 mmol) followed by water (35 ml). The solution was stirred at RT for 4 hours. Evaporated off most of the solvent and filtered off the white solid from the remaining solvent. Washed the solid with water followed by ether and dried to give 580 mg of the titl... Conditions: time 4 hour. The reactants are C(#N)C=1C=C(C=CC1OC(C)C)C1=NC(=NO1)C1=C2C=CN(C2=CC=C1)CCCC(=O)OCC (Ethyl 4-[4-(5-{3-cyano-4-[(1-methylethyl)oxy]phenyl}-1,2,4-oxadiazol-3-yl)-1H-indol-1-yl]butanoate), O (water), [OH-].[Na+] (sodium hydroxide). Run in O1CCOCC1 (dioxan), C(C)O (ethanol). RXN SMILES: [C:1]([C:3]1[CH:4]=[C:5]([C:13]2[O:17][N:16]=[C:15]([C:18]3[CH:26]=[CH:25][CH:24]=[C:23]4[C:19]=3[CH:20]=[CH:21][N:22]4[CH2:27][CH2:28][CH2:29][C:30]([O:32]CC)=[O:31])[N:14]=2)[CH:6]=[CH:7][C:8]=1[O:9][CH:10]([CH3:12])[CH3:11])#[N:2].[OH-].[Na+:36].O>O1CCOCC1.C(O)C>[C:1]([C:3]1[CH:4]=[C:5]([C:13]2[O:17][N:16]=[C:15]([C:18]3[CH:26]=[CH:25][CH:24]=[C:23]4[C:19]=3[CH:20]=[CH:21][N:22]4[CH2:27][CH2:28][CH2:29][C:30]([O-:32])=[O:31])[N:14]=2)[CH:6]=[CH:7][C:8]=1[O:9][CH:10]([CH3:12])[CH3:11])#[N:2].[Na+:36] |f:1.2,6.7|. Isolated yield 41.5%. Reactants: C(C)(C)(C)OC(=O)N1C2=C(NC(C1)=O)C=C(C=N2)Br (7-bromo-2-oxo-2,3-dihydro-1H-pyrido[2,3-b]pyrazine-4-carboxylic acid tert-butyl ester), CN(C(C=C)=O)CC=1N(C2=CC=CC=C2C1)C (N-methyl-N-(1-methyl-1H-indol-2-ylmethyl)-acrylamide), C(C)(C)N(CC)C(C)C (diisopropylethylamine), CC1=C(C=CC=C1)P(C2=C(C=CC=C2)C)C3=C(C=CC=C3)C (P(o-Tol)3). Reagents/catalysts: CC(=O)[O-].CC(=O)[O-].[Pd+2] (Pd(OAc)2). Solvent: C(CC)#N (propionitrile). Run at temperature 100 celsius, time 6 hour. Yields the product CN(C(\C=C\C1=CC2=C(NCC(N2)=O)N=C1)=O)CC=1N(C2=CC=CC=C2C1)C ((E)-N-methyl-N-(1-methyl-1H-indol-2-ylmethyl)-3-(2-oxo-1,2,3,4-tetrahydro-pyrido-[2,3-b]pyrazin-7-yl)-acrylamide). Yield: 85.2%. RXN SMILES: C(OC([N:8]1[CH2:13][C:12](=[O:14])[NH:11][C:10]2[CH:15]=[C:16](Br)[CH:17]=[N:18][C:9]1=2)=O)(C)(C)C.[CH3:20][N:21]([CH2:26][C:27]1[N:28]([CH3:36])[C:29]2[C:34]([CH:35]=1)=[CH:33][CH:32]=[CH:31][CH:30]=2)[C:22](=[O:25])[CH:23]=[CH2:24].C(N(C(C)C)CC)(C)C.CC1C=CC=CC=1P(C1C=CC=CC=1C)C1C=CC=CC=1C>C(#N)CC.CC([O-])=O.CC([O-])=O.[Pd+2]>[CH3:20][N:21]([CH2:26][C:27]1[N:28]([CH3:36])[C:29]2[C:34]([CH:35]=1)=[CH:33][CH:32]=[CH:31][CH:30]=2)[C:22](=[O:25])/[CH:23]=[CH:24]/[C:16]1[CH:17]=[N:18][C:9]2[NH:8][CH2:13][C:12](=[O:14])[NH:11][C:10]=2[CH:15]=1 |f:5.6.7|. Reported procedure: A solution of 7-bromo-2-oxo-2,3-dihydro-1H-pyrido[2,3-b]pyrazine-4-carboxylic acid tert-butyl ester (494 mg, 1.5 mmol) in propionitrile (12 mL) was treated with N-methyl-N-(1-methyl-1H-indol-2-ylmethyl)-acrylamide (685 mg, 3 mmol) and diisopropylethylamine (788 μL, 4.5 mmol) and purged with Argon for 10 min. Pd(OAc)2 (34 mg, 0.15 mmol) and P(o-Tol)3 (92 mg, 0.3 mmol) was added and the Argon purge was repeated. The mixture was heated to 100° C. and stirred for 6 hours under Argon. Upon cooling, s... Reactants: OC1=CC(=NC=2N1N=CC2)CCC(C)O (7-hydroxy-5-(3-hydroxybutyl) pyrazolo[1,5-a]pyrimidine), C(C)(=O)OC(C)=O (acetic anhydride), N1=CC=CC=C1 (pyridine). Product: C(C)(=O)OC(CCC1=NC=2N(C(=C1)O)N=CC2)C (5-(3-acetoxybutyl)-7-hydroxypyrazolo[1,5-a]pyrimidine). RXN SMILES: [OH:1][C:2]1[N:7]2[N:8]=[CH:9][CH:10]=[C:6]2[N:5]=[C:4]([CH2:11][CH2:12][CH:13]([OH:15])[CH3:14])[CH:3]=1.N1C=CC=CC=1.[C:22](OC(=O)C)(=[O:24])[CH3:23]>>[C:22]([O:15][CH:13]([CH3:14])[CH2:12][CH2:11][C:4]1[CH:3]=[C:2]([OH:1])[N:7]2[N:8]=[CH:9][CH:10]=[C:6]2[N:5]=1)(=[O:24])[CH3:23]. Procedure: The crystals obtained in step (3) (4.16 g) were dissolved in 40 ml of acetic anhydride and 40 ml of pyridine and stirred at room temperature for 30 minutes. After completion of the reaction, the reaction mixture was concentrated under reduced pressure and the residue was recrystallized from methanol-diethyl ether to provide 4.2 g of 5-(3-acetoxybutyl)-7-hydroxypyrazolo[1,5-a]pyrimidine as colorless crystals. Reactants: FC1=CC=C(CCN2CCC(CC2)N2C=CC3=CC=C(C=C23)CN)C=C1 (1-[1-(4-fluorophenethyl)piperidin-4-yl]-6-aminomethylindole), ClCCC(=O)Cl (3-chloropropionyl chloride), N1=CC=CC=C1 (pyridine), C([O-])(O)=O.[Na+] (sodium bicarbonate). Solvent: C(C)(=O)OCC (ethyl acetate). Run at time 2 hour. Product: FC1=CC=C(CCN2CCC(CC2)N2C=CC3=CC=C(C=C23)CN2C(CCC2)=O)C=C1 (1-[1-(4-fluorophenethyl)piperidin-4-yl]-6-(2-pyrrolidon-1-yl)methylindole). Yield: 16.0%. Reaction SMILES: [F:1][C:2]1[CH:26]=[CH:25][C:5]([CH2:6][CH2:7][N:8]2[CH2:13][CH2:12][CH:11]([N:14]3[C:22]4[C:17](=[CH:18][CH:19]=[C:20]([CH2:23][NH2:24])[CH:21]=4)[CH:16]=[CH:15]3)[CH2:10][CH2:9]2)=[CH:4][CH:3]=1.Cl[CH2:28][CH2:29][C:30](Cl)=[O:31].N1C=CC=C[CH:34]=1.C(=O)(O)[O-].[Na+]>C(OCC)(=O)C>[F:1][C:2]1[CH:3]=[CH:4][C:5]([CH2:6][CH2:7][N:8]2[CH2:9][CH2:10][CH:11]([N:14]3[C:22]4[C:17](=[CH:18][CH:19]=[C:20]([CH2:23][N:24]5[CH2:34][CH2:28][CH2:29][C:30]5=[O:31])[CH:21]=4)[CH:16]=[CH:15]3)[CH2:12][CH2:13]2)=[CH:25][CH:26]=1 |f:3.4|. Reported procedure: Under ice cooling, a mixture of 1-[1-(4-fluorophenethyl)piperidin-4-yl]-6-aminomethylindole (150 mg) obtained in Example 322-3), 3-chloropropionyl chloride (70 mg) and pyridine (5 ml) was stirred for 2 hr. Then a saturated aqueous solution of sodium bicarbonate and ethyl acetate were added to the reaction mixtures. The organic layer was separated, washed with brine, dried over anhydrous magnesium sulfate and concentrated under reduced pressure. The resulting residue was purified by silica gel co... Reactants: CC(=O)Cl, C=C(C)C1CCC(C)=C1CC(C)(C)CO, c1ccncc1. The product is C=C(C)C1CCC(C)=C1CC(C)(C)COC(C)=O. As a reaction SMILES: [CH3:16][C:17]([Cl:18])=[O:19].[CH3:1][C:2]1=[C:3]([CH2:10][C:11]([CH2:12][OH:13])([CH3:14])[CH3:15])[CH:4]([C:7](=[CH2:8])[CH3:9])[CH2:5][CH2:6]1.[cH:20]1[cH:21][cH:22][n:23][cH:24][cH:25]1>>[CH3:1][C:2]1=[C:3]([CH2:10][C:11]([CH2:12][O:13][C:17]([CH3:16])=[O:19])([CH3:14])[CH3:15])[CH:4]([C:7](=[CH2:8])[CH3:9])[CH2:5][CH2:6]1. Product: CCOC(=O)C=CCC(C)C. As a reaction SMILES: [CH2:12]1[O:13][CH2:14][CH2:15][CH2:16]1.[CH2:1]([CH3:2])[O:3][C:4]([C:5]#[C:6][CH2:7][CH:8]([CH3:9])[CH3:10])=[O:11].[cH:17]1[cH:18][cH:19][n:20][cH:21][cH:22]1>>[CH2:1]([CH3:2])[O:3][C:4]([CH:5]=[CH:6][CH2:7][CH:8]([CH3:9])[CH3:10])=[O:11]. Reactants: C1CCOC1, CCOC(=O)C#CCC(C)C, c1ccncc1. The reactants are [Br-], [K+], CC(C)(C)OC(=O)CCC(NC(=O)c1ccc(N)cc1)C(=O)OC(C)(C)C, N#Cc1nc(CCl)cnc1N, CN(C)C=O. Reaction SMILES: [Br-:39].[K+:40].[NH2:12][c:13]1[cH:14][cH:15][c:16]([C:17](=[O:18])[NH:19][CH:20]([CH2:21][CH2:22][C:23](=[O:24])[O:25][C:26]([CH3:27])([CH3:28])[CH3:29])[C:30](=[O:31])[O:32][C:33]([CH3:34])([CH3:35])[CH3:36])[cH:37][cH:38]1.[NH2:1][c:2]1[n:3][cH:4][c:5]([CH2:10][Cl:11])[n:6][c:7]1[C:8]#[N:9].[O:41]=[CH:42][N:43]([CH3:44])[CH3:45]>>[NH2:1][c:2]1[n:3][cH:4][c:5]([CH2:10][NH:12][c:13]2[cH:14][cH:15][c:16]([C:17](=[O:18])[NH:19][CH:20]([CH2:21][CH2:22][C:23](=[O:24])[O:25][C:26]([CH3:27])([CH3:28])[CH3:29])[C:30](=[O:31])[O:32][C:33]([CH3:34])([CH3:35])[CH3:36])[cH:37][cH:38]2)[n:6][c:7]1[C:8]#[N:9]. Product: CC(C)(C)OC(=O)CCC(NC(=O)c1ccc(NCc2cnc(N)c(C#N)n2)cc1)C(=O)OC(C)(C)C.